Dataset: the Open Reaction Database (ORD), a public repository of structured organic reaction records. Task: describe an organic reaction: reactants, conditions, products, and yield RXN SMILES: [CH3:1][O:2][C:3]1[CH:8]=[CH:7][C:6]([C:9]2[N:10]=[C:11]3[N:15]([C:16]=2[C:17]2[CH:22]=[CH:21][N:20]=[CH:19][CH:18]=2)[CH2:14][CH2:13][S:12]3)=[CH:5][CH:4]=1.ClC1C=CC=C(C(OO)=[O:31])C=1>C(Cl)Cl>[CH3:1][O:2][C:3]1[CH:4]=[CH:5][C:6]([C:9]2[N:10]=[C:11]3[N:15]([C:16]=2[C:17]2[CH:22]=[CH:21][N:20]=[CH:19][CH:18]=2)[CH2:14][CH2:13][S:12]3=[O:31])=[CH:7][CH:8]=1. The solvent is C(Cl)Cl (methylene chloride), C(Cl)Cl (methylene chloride), C(Cl)Cl (methylene chloride). Yields the product COC1=CC=C(C=C1)C=1N=C2S(CCN2C1C1=CC=NC=C1)=O (6-(4-Methoxyphenyl)-5-(4-Pyridyl)-2,3-dihydroimidazo[2,1-b]Thiazole-1-Oxide). Procedure: To 2.4 g of 6-(4-methoxyphenyl)-5-(4-pyridyl)-2,3-dihydroimidazo[2,1-b]thiazole in 200 ml methylene chloride was added 1.34 g of m-chloroperbenzoic acid in 150 ml of methylene chloride at ice-bath temperature. After 10 minutes the reaction mixture was diluted with methylene chloride and washed twice with 100 ml of 5 N sodium carbonate. Evaporation of the dried extracts left a solid which when recrystallized from chloroform-ether gave 1.6 g of the title product, m.p. 165°-170°. Isolated yield 63.4%. Starting materials: COC1=CC=C(C=C1)C=1N=C2SCCN2C1C1=CC=NC=C1 (6-(4-methoxyphenyl)-5-(4-pyridyl)-2,3-dihydroimidazo[2,1-b]thiazole), ClC1=CC(=CC=C1)C(=O)OO (m-chloroperbenzoic acid).